Dataset: the Open Reaction Database (ORD), a public repository of structured organic reaction records. Task: describe an organic reaction: reactants, conditions, products, and yield Starting materials: BrCc1ccccn1, Br, CCOC(=O)Cc1coc(-c2ccc(O)cc2)n1. The product is CCOC(=O)Cc1coc(-c2ccc(OCc3ccccn3)cc2)n1. RXN SMILES: [Br:20][CH2:21][c:22]1[n:23][cH:24][cH:25][cH:26][cH:27]1.[BrH:19].[CH2:1]([CH3:2])[O:3][C:4]([CH2:5][c:6]1[n:7][c:8](-[c:11]2[cH:12][cH:13][c:14]([OH:17])[cH:15][cH:16]2)[o:9][cH:10]1)=[O:18]>>[CH2:1]([CH3:2])[O:3][C:4]([CH2:5][c:6]1[n:7][c:8](-[c:11]2[cH:12][cH:13][c:14]([O:17][CH2:21][c:22]3[n:23][cH:24][cH:25][cH:26][cH:27]3)[cH:15][cH:16]2)[o:9][cH:10]1)=[O:18]. Reactants: O=C(O)c1ccc(C(F)(F)F)cn1, CC(=O)c1ccc(N)cc1. The reagents and catalysts are CN(C)C(=[N+](C)C)ON1C2=CC=CC=C2N=N1.F[P-](F)(F)(F)(F)F (HBTU), CCN(C(C)C)C(C)C (DIPEA), C1=CC=C2C(=C1)N=NN2O (HOBt). The solvent is CN(C)C=O (DMF), CN(C)C=O (DMF), CN(C)C=O (DMF), CN(C)C=O (DMF), CN(C)C=O (DMF), CN(C)C=O (DMF). Run at temperature 25 celsius, time 2 hour. Yields the product CC(=O)c1ccc(NC(=O)c2ccc(C(F)(F)F)cn2)cc1. Isolated yield 78.0%. As a reaction SMILES: CC(=O)c1ccc(N)cc1.O=C(O)c1ccc(C(F)(F)F)cn1.CN(C)C(=[N+](C)C)ON1C2=CC=CC=C2N=N1.F[P-](F)(F)(F)(F)F.C1=CC=C2C(=C1)N=NN2O.CCN(C(C)C)C(C)C.CN(C)C=O>>CC(=O)c1ccc(NC(=O)c2ccc(C(F)(F)F)cn2)cc1. Reactants: C(C)OC(=O)C=1C=NC2=CC(=CC=C2C1OS(=O)(=O)C(F)(F)F)C(F)(F)F (4-Trifluoromethanesulfonyloxy-7-trifluoromethyl-quinoline-3-carboxylic acid ethyl ester), 5-formal-2-methoxylphenylboronic acid, P(=O)([O-])([O-])[O-].[K+].[K+].[K+] (potassium phosphate), O1CCOCC1 (dioxane). Reagents/catalysts: C=1C=CC(=CC1)[P](C=2C=CC=CC2)(C=3C=CC=CC3)[Pd]([P](C=4C=CC=CC4)(C=5C=CC=CC5)C=6C=CC=CC6)([P](C=7C=CC=CC7)(C=8C=CC=CC8)C=9C=CC=CC9)[P](C=1C=CC=CC1)(C=1C=CC=CC1)C=1C=CC=CC1 (tetrakis(triphenylphosphine)palladium(0)). Solvent: C(C)(=O)OCC (ethyl acetate). Yields the product C(C)OC(=O)C=1C=NC2=CC(=CC=C2C1C1=C(C=CC(=C1)C=O)OC)C(F)(F)F (4-(5-formyl-2-methoxy-phenyl)-7-trifluoromethyl-quinoline-3-carboxylic acid ethyl ester). Reaction SMILES: [CH2:1]([O:3][C:4]([C:6]1[CH:7]=[N:8][C:9]2[C:14]([C:15]=1OS(C(F)(F)F)(=O)=O)=[CH:13][CH:12]=[C:11]([C:24]([F:27])([F:26])[F:25])[CH:10]=2)=[O:5])[CH3:2].P([O-])([O-])([O-])=O.[K+].[K+].[K+].O1[CH2:41][CH2:40][O:39][CH2:38]C1>C(OCC)(=O)C.C1C=CC([P]([Pd]([P](C2C=CC=CC=2)(C2C=CC=CC=2)C2C=CC=CC=2)([P](C2C=CC=CC=2)(C2C=CC=CC=2)C2C=CC=CC=2)[P](C2C=CC=CC=2)(C2C=CC=CC=2)C2C=CC=CC=2)(C2C=CC=CC=2)C2C=CC=CC=2)=CC=1>[CH2:1]([O:3][C:4]([C:6]1[CH:7]=[N:8][C:9]2[C:14]([C:15]=1[C:14]1[CH:15]=[C:6]([CH:4]=[O:3])[CH:7]=[CH:41][C:40]=1[O:39][CH3:38])=[CH:13][CH:12]=[C:11]([C:24]([F:27])([F:26])[F:25])[CH:10]=2)=[O:5])[CH3:2] |f:1.2.3.4,^1:51,53,72,91|. Reported procedure: 4-Trifluoromethanesulfonyloxy-7-trifluoromethyl-quinoline-3-carboxylic acid ethyl ester (208 mg, 0.5 mmol), 5-formal-2-methoxylphenylboronic acid (100 mg, 0.55 mmol), tetrakis(triphenylphosphine)palladium(0) (29 mg) and potassium phosphate (159 mg, 0.75 mmol) were heated together in dioxane (5 mL) to 80° C. overnight. The reaction mixture was then diluted with ethyl acetate and washed with brine twice. The organic layer was dried over sodium sulfate, concentrated, and the residue purified by fla... The product is Cl.Cl.N[C@H]([C@@H](C(=O)NC1CC1)O)CC(C)C ((2S,3S)-3-Amino-N-cyclopropyl-2-hydroxy-5-methylhexanamide dihydrochloride). Procedure: The title compound was prepared in analogy to (2S,3S)-3-amino-N-cyclopropyl-2-hydroxypentanamide dihydrochloride, Representative Procedure A, starting with (S)-2-amino-4-methylpentan-1-ol in the first step (A1). As a reaction SMILES: [ClH:1].Cl.N[C@@H](CC)[C@H](O)[C:6]([NH:8][CH:9]1[CH2:11][CH2:10]1)=[O:7].[NH2:15][C@@H:16]([CH2:19][CH:20]([CH3:22])[CH3:21])[CH2:17][OH:18]>>[ClH:1].[ClH:1].[NH2:15][C@@H:16]([CH2:19][CH:20]([CH3:22])[CH3:21])[C@H:17]([OH:18])[C:6]([NH:8][CH:9]1[CH2:11][CH2:10]1)=[O:7] |f:0.1.2,4.5.6|. The reactants are Cl.Cl.N[C@H]([C@@H](C(=O)NC1CC1)O)CC ((2S,3S)-3-amino-N-cyclopropyl-2-hydroxypentanamide dihydrochloride), N[C@H](CO)CC(C)C ((S)-2-amino-4-methylpentan-1-ol). The reactants are COC(C[C@H](C#CC)C1=CC=C(C=C1)OCC1=C[C@@]2(CC[C@H](C2)O[Si](C2=CC=CC=C2)(C2=CC=CC=C2)C(C)(C)C)CCC1)=O ((3S)-3-{4-[(2R,5R)-2-(tert-butyldiphenylsilanyloxy)-spiro[4.5]dec-6-en-7-ylmethoxy]-phenyl}-hex-4-ynoic acid methyl ester), [F-].C(CCC)[N+](CCCC)(CCCC)CCCC (tetra-n-butylammonium fluoride), O (water). Solvent: O1CCCC1 (tetrahydrofuran). Reaction conditions: time 17 hour. Yields the product COC(C[C@H](C#CC)C1=CC=C(C=C1)OCC1=C[C@@]2(CC[C@H](C2)O)CCC1)=O ((3S)-3-[4-((2R,5R)-2-hydroxy-spiro[4.5]dec-6-en-7-ylmethoxy)-phenyl]-hex-4-ynoic acid methyl ester). The yield is 86.9%. Reaction SMILES: [CH3:1][O:2][C:3](=[O:45])[CH2:4][C@@H:5]([C:9]1[CH:14]=[CH:13][C:12]([O:15][CH2:16][C:17]2[CH2:44][CH2:43][CH2:42][C@@:19]3([CH2:23][C@H:22]([O:24][Si](C(C)(C)C)(C4C=CC=CC=4)C4C=CC=CC=4)[CH2:21][CH2:20]3)[CH:18]=2)=[CH:11][CH:10]=1)[C:6]#[C:7][CH3:8].[F-].C([N+](CCCC)(CCCC)CCCC)CCC.O>O1CCCC1>[CH3:1][O:2][C:3](=[O:45])[CH2:4][C@@H:5]([C:9]1[CH:14]=[CH:13][C:12]([O:15][CH2:16][C:17]2[CH2:44][CH2:43][CH2:42][C@@:19]3([CH2:23][C@H:22]([OH:24])[CH2:21][CH2:20]3)[CH:18]=2)=[CH:11][CH:10]=1)[C:6]#[C:7][CH3:8] |f:1.2|. Procedure details: To a solution of (3S)-3-{4-[(2R,5R)-2-(tert-butyldiphenylsilanyloxy)-spiro[4.5]dec-6-en-7-ylmethoxy]-phenyl}-hex-4-ynoic acid methyl ester (738 mg) obtained in step 8 in tetrahydrofuran (3.7 mL) was added tetra-n-butylammonium fluoride (1M tetrahydrofuran solution; 2.97 mL), followed by stirring the mixture at room temperature for 17 hours. To the reaction mixture was added water, followed by extraction with ethyl acetate. The organic layer was washed with saturated brine, dried and concentrated... Reactants: ClC=1N=C(C2=C(N1)C=C(S2)CN2CCN(CC2)S(=O)(=O)C)N2CCOCC2 (2-Chloro-6-(4-methanesulfonyl-piperazin-1-ylmethyl)-4-morpholin-4-yl-thieno[3,2-d]pyrimidine), COC1=C(C=NC=C1)B(O)O (4-methoxy-3-pyridineboronic acid). The product is COC1=C(C=NC=C1)C=1N=C(C2=C(N1)C=C(S2)CN2CCN(CC2)S(=O)(=O)C)N2CCOCC2 (2-(4-methoxypyridin-3-yl)-4-morpholino-6-((4-N-methylsulfonylpiperazin-1-yl)methyl)thieno[3,2-d]pyrimidine). As a reaction SMILES: Cl[C:2]1[N:3]=[C:4]([N:22]2[CH2:27][CH2:26][O:25][CH2:24][CH2:23]2)[C:5]2[S:10][C:9]([CH2:11][N:12]3[CH2:17][CH2:16][N:15]([S:18]([CH3:21])(=[O:20])=[O:19])[CH2:14][CH2:13]3)=[CH:8][C:6]=2[N:7]=1.[CH3:28][O:29][C:30]1[CH:35]=[CH:34][N:33]=[CH:32][C:31]=1B(O)O>>[CH3:28][O:29][C:30]1[CH:35]=[CH:34][N:33]=[CH:32][C:31]=1[C:2]1[N:3]=[C:4]([N:22]2[CH2:27][CH2:26][O:25][CH2:24][CH2:23]2)[C:5]2[S:10][C:9]([CH2:11][N:12]3[CH2:17][CH2:16][N:15]([S:18]([CH3:21])(=[O:20])=[O:19])[CH2:14][CH2:13]3)=[CH:8][C:6]=2[N:7]=1. Procedure: 2-Chloro-6-(4-methanesulfonyl-piperazin-1-ylmethyl)-4-morpholin-4-yl-thieno[3,2-d]pyrimidine, prepared via General Procedure B-3, was reacted with 4-methoxy-3-pyridineboronic acid in General Procedure A. Purification on silica yielded 162. NMR (CDCl3): 2.67-2.69 (m, 4H, 2×CH2), 2.81 (s 3H, CH3), 3.29-3.31 (m, 4H, 2×CH2), 3.84-3.86 (m, 4H, 2×CH2), 3.88 (s, 2H, CH2), 3.92 (s, 3H, CH3), 4.00-4.02 (m, 4H, 2×CH2), 6.91 (d, H, ArH, J=5.81 Hz), 7.33 (s, H, ArH), 8.52 (d, H, ArH, J=5.83 Hz), 8.85 (s, H,... Reactants: Cl, CCC(O)(c1cn(Cc2ccc3c(-c4ccc(F)cc4)cc(C(C)=O)nc3c2)nn1)C(F)(F)F, NO, c1ccncc1. Yields the product CCC(O)(c1cn(Cc2ccc3c(-c4ccc(F)cc4)cc(C(C)=NO)nc3c2)nn1)C(F)(F)F. Reaction SMILES: [ClH:35].[F:1][c:2]1[cH:3][cH:4][c:5](-[c:8]2[cH:9][c:10]([C:32]([CH3:33])=[O:34])[n:11][c:12]3[cH:13][c:14]([CH2:18][n:19]4[n:20][n:21][c:22]([C:24]([CH2:25][CH3:26])([C:27]([F:28])([F:29])[F:30])[OH:31])[cH:23]4)[cH:15][cH:16][c:17]23)[cH:6][cH:7]1.[NH2:36][OH:37].[cH:38]1[cH:39][cH:40][n:41][cH:42][cH:43]1>>[F:1][c:2]1[cH:3][cH:4][c:5](-[c:8]2[cH:9][c:10]([C:32]([CH3:33])=[N:36][OH:37])[n:11][c:12]3[cH:13][c:14]([CH2:18][n:19]4[n:20][n:21][c:22]([C:24]([CH2:25][CH3:26])([C:27]([F:28])([F:29])[F:30])[OH:31])[cH:23]4)[cH:15][cH:16][c:17]23)[cH:6][cH:7]1. Starting materials: COCCOC, Oc1ccc(Cl)nc1, N#Cc1ccc(N(CCO)CC(F)(F)F)cc1C(F)(F)F. Yields the product N#Cc1ccc(N(CCOc2ccc(Cl)nc2)CC(F)(F)F)cc1C(F)(F)F. Reaction SMILES: [CH3:30][O:31][CH2:32][CH2:33][O:34][CH3:35].[Cl:22][c:23]1[cH:24][cH:25][c:26]([OH:29])[cH:27][n:28]1.[OH:1][CH2:2][CH2:3][N:4]([c:5]1[cH:6][c:7]([C:13]([F:14])([F:15])[F:16])[c:8]([C:9]#[N:10])[cH:11][cH:12]1)[CH2:17][C:18]([F:19])([F:20])[F:21]>>[O:1]([CH2:2][CH2:3][N:4]([c:5]1[cH:6][c:7]([C:13]([F:14])([F:15])[F:16])[c:8]([C:9]#[N:10])[cH:11][cH:12]1)[CH2:17][C:18]([F:19])([F:20])[F:21])[c:26]1[cH:25][cH:24][c:23]([Cl:22])[n:28][cH:27]1. Yields the product CCOC(=O)C(C(=O)OCC)c1ccc(OC)cc1[N+](=O)[O-]. Reactants: CCOC(=O)CC(=O)OCC, CCOC(C)=O, COc1ccc(Cl)c([N+](=O)[O-])c1, [Cs+], [F-], [H-], [Na+], [Na+], O=C([O-])O, CN(C)C=O. RXN SMILES: [C:3]([CH2:4][C:5](=[O:6])[O:7][CH2:8][CH3:9])(=[O:10])[O:11][CH2:12][CH3:13].[CH3:38][CH2:39][O:40][C:41]([CH3:42])=[O:43].[Cl:16][c:17]1[c:18]([N+:25](=[O:26])[O-:27])[cH:19][c:20]([O:23][CH3:24])[cH:21][cH:22]1.[Cs+:15].[F-:14].[H-:1].[Na+:2].[Na+:32].[O-:28][C:29]([OH:30])=[O:31].[O:33]=[CH:34][N:35]([CH3:36])[CH3:37]>>[C:3]([CH:4]([C:5](=[O:6])[O:7][CH2:8][CH3:9])[c:17]1[c:18]([N+:25](=[O:26])[O-:27])[cH:19][c:20]([O:23][CH3:24])[cH:21][cH:22]1)(=[O:10])[O:11][CH2:12][CH3:13].